This data is from the Open Reaction Database (ORD), a public repository of structured organic reaction records. The task is: describe an organic reaction: reactants, conditions, products, and yield Starting materials: COC1=C(C(=O)OC)C=C(C=C1)N (methyl 2-methoxy-5-aminobenzoate), N1=CC=CC=C1 (pyridine), C(C)(=O)OC(C)=O (acetic anhydride). The solvent is O1CCCC1 (tetrahydrofuran). Conditions: time 20 hour. Yields the product COC1=C(C(=O)OC)C=C(C=C1)NC(C)=O (methyl 2-methoxy-5-acetamidobenzoate). As a reaction SMILES: [CH3:1][O:2][C:3]1[CH:12]=[CH:11][C:10]([NH2:13])=[CH:9][C:4]=1[C:5]([O:7][CH3:8])=[O:6].N1C=CC=CC=1.[C:20](OC(=O)C)(=[O:22])[CH3:21]>O1CCCC1>[CH3:1][O:2][C:3]1[CH:12]=[CH:11][C:10]([NH:13][C:20](=[O:22])[CH3:21])=[CH:9][C:4]=1[C:5]([O:7][CH3:8])=[O:6]. Procedure: Combine methyl 2-methoxy-5-aminobenzoate (2.0 g, 11 mmol), pyridine, 2.8 mL, 35 mmol), and acetic anhydride (3.2 mL, 34 mmol) in tetrahydrofuran (50 mL). After 20 hours, concentrate the reaction mixture in vacuo to remove most of the tetrahydrofuran, partition between ethyl aqueous layer water. Separate the layers and extract the aqueous layer twice with ethyl acetate. Combine the organic layers, extract with brine, dry over MgSO4, filter, and evaporate in vacuo to give a residue. Crystallize th... Starting materials: [Al+3], CCOCC, [H-], [H-], [H-], [H-], [Li+], CCCN(C(=O)CC)C1COc2ccc(N)cc2C1. Product: CCCN(CCC)C1COc2ccc(N)cc2C1. Reaction SMILES: [Al+3:21].[CH3:26][CH2:27][O:28][CH2:29][CH3:30].[H-:20].[H-:23].[H-:24].[H-:25].[Li+:22].[NH2:1][c:2]1[cH:3][c:4]2[c:9]([cH:10][cH:11]1)[O:8][CH2:7][CH:6]([N:12]([CH2:13][CH2:14][CH3:15])[C:16]([CH2:17][CH3:18])=[O:19])[CH2:5]2>>[NH2:1][c:2]1[cH:3][c:4]2[c:9]([cH:10][cH:11]1)[O:8][CH2:7][CH:6]([N:12]([CH2:13][CH2:14][CH3:15])[CH2:16][CH2:17][CH3:18])[CH2:5]2. Reactants: C(C)(C)(C)OC(=O)N1[C@@H](CN([C@H](C1)CCl)CC(=O)N1CC(C2=NC=C(C=C21)C(CCC)(F)F)(C)C)C ((2R,5R)-5-chloromethyl-4-{2-[6-(1,1-difluoro-butyl)-3,3-dimethyl-2,3-dihydro-pyrrolo[3,2-b]pyridin-1-yl]-2-oxo-ethyl}-2-methyl-piperazine-1-carboxylic acid tert-butyl ester), C[C@H]1NCCOC1 ((R)-3-methyl-morpholine). Yields the product C(C)(C)(C)OC(=O)N1[C@@H](CN([C@H](C1)CN1[C@@H](COCC1)C)CC(=O)N1CC(C2=NC=C(C=C21)C(CCC)(F)F)(C)C)C ((2R,5S)-4-{2-[6-(1,1-Difluoro-butyl)-3,3-dimethyl-2,3-dihydro-pyrrolo[3,2-b]pyridin-1-yl]-2-oxo-ethyl}-2-methyl-5-((R)-3-methyl-morpholin-4-ylmethyl)-piperazine-1-carboxylic acid tert-butyl ester). As a reaction SMILES: [C:1]([O:5][C:6]([N:8]1[CH2:13][C@H:12]([CH2:14]Cl)[N:11]([CH2:16][C:17]([N:19]2[C:27]3[C:22](=[N:23][CH:24]=[C:25]([C:28]([F:33])([F:32])[CH2:29][CH2:30][CH3:31])[CH:26]=3)[C:21]([CH3:35])([CH3:34])[CH2:20]2)=[O:18])[CH2:10][C@H:9]1[CH3:36])=[O:7])([CH3:4])([CH3:3])[CH3:2].[CH3:37][C@@H:38]1[CH2:43][O:42][CH2:41][CH2:40][NH:39]1>>[C:1]([O:5][C:6]([N:8]1[CH2:13][C@H:12]([CH2:14][N:39]2[CH2:40][CH2:41][O:42][CH2:43][C@H:38]2[CH3:37])[N:11]([CH2:16][C:17]([N:19]2[C:27]3[C:22](=[N:23][CH:24]=[C:25]([C:28]([F:33])([F:32])[CH2:29][CH2:30][CH3:31])[CH:26]=3)[C:21]([CH3:35])([CH3:34])[CH2:20]2)=[O:18])[CH2:10][C@H:9]1[CH3:36])=[O:7])([CH3:4])([CH3:3])[CH3:2]. Procedure: Prepared from (2R,5R)-5-chloromethyl-4-{2-[6-(1,1-difluoro-butyl)-3,3-dimethyl-2,3-dihydro-pyrrolo[3,2-b]pyridin-1-yl]-2-oxo-ethyl}-2-methyl-piperazine-1-carboxylic acid tert-butyl ester and (R)-3-methyl-morpholine in a similar manner to General Procedure 6. MS: [M+H]+=594. The reactants are FC1=CC=C(C=C1)C=1N(N=C2CCNCCC12)C(C)C (3-(4-Fluoro-phenyl)-2-isopropyl-2,4,5,6,7,8-hexahydro-1,2,6-triaza-azulene), C(C1=CC=CC=C1)=O (benzaldehyde). The product is C(C1=CC=CC=C1)N1CCC2=C(N(N=C2CC1)C(C)C)C1=CC=C(C=C1)F (6-Benzyl-3-(4-fluoro-phenyl)-2-isopropyl-2,4,5,6,7,8-hexahydro-1,2,6-triaza-azulene). RXN SMILES: [F:1][C:2]1[CH:7]=[CH:6][C:5]([C:8]2[N:9]([CH:18]([CH3:20])[CH3:19])[N:10]=[C:11]3[C:17]=2[CH2:16][CH2:15][NH:14][CH2:13][CH2:12]3)=[CH:4][CH:3]=1.[CH:21](=O)[C:22]1[CH:27]=[CH:26][CH:25]=[CH:24][CH:23]=1>>[CH2:21]([N:14]1[CH2:13][CH2:12][C:11]2[C:17](=[C:8]([C:5]3[CH:6]=[CH:7][C:2]([F:1])=[CH:3][CH:4]=3)[N:9]([CH:18]([CH3:20])[CH3:19])[N:10]=2)[CH2:16][CH2:15]1)[C:22]1[CH:27]=[CH:26][CH:25]=[CH:24][CH:23]=1. Procedure details: The title compound (115 mg) was prepared from 3-(4-fluoro-phenyl)-2-isopropyl-2,4,5,6,7,8-hexahydro-1,2,6-triaza-azulene (Example 190) and benzaldehyde as in Example 35. MS (ESI): exact mass calculated for C23H26FN3, 363.21. found, m/z 364.5 [M+H]+. 1H NMR (500 MHz, CD3OD): 7.58-7.55 (m, 2H), 7.53-7.51 (m, 3H), 7.37-7.33 (m, 2H), 7.31-7.27 (m, 2H), 4.52 (s, 2H), 4.34 (m, 1H), 3.80-3.75 (m, 1H), 3.68-3.64 (m, 1H), 3.35-3.16 (m, 4H), 2.83-2.80 (m, 2H), 1.38 (t, J=6.7 Hz, 6H). Starting materials: C[C@@]12[C@H](CC[C@H]1[C@@H]1CC[C@H]3NC(CC[C@]3(C)[C@H]1CC2)=O)OCC(=O)NC2=CC=C(C=C2)C(C)=O (5α-4-azaandrostan-3-on-17β-yloxy-N-(4-acetylphenyl)acetamide), C[C@@]12[C@H](CC[C@H]1[C@@H]1CC[C@H]3NC(CC[C@]3(C)[C@H]1CC2)=O)OCC(=O)OC(C2=CC=CC=C2)C2=CC=CC=C2 (diphenylmethyl 5α-4-azaandrostan-3-on-17β-yloxyacetate). The product is C[C@@]12[C@H](CC[C@H]1[C@@H]1CC[C@H]3NC(CC[C@]3(C)[C@H]1CC2)=O)OCC(=O)NC2=CC=CC=C2 (5α-4-azaandrostan-3-on-17β-yloxy-N-phenylacetamide). Reaction SMILES: [CH3:1][C@:2]12[CH2:19][CH2:18][C@H:17]3[C@@H:7]([CH2:8][CH2:9][C@@H:10]4[C@:15]3([CH3:16])[CH2:14][CH2:13][C:12](=[O:20])[NH:11]4)[C@@H:6]1[CH2:5][CH2:4][C@@H:3]2[O:21][CH2:22][C:23]([NH:25][C:26]1[CH:31]=[CH:30][C:29](C(=O)C)=[CH:28][CH:27]=1)=[O:24].C[C@]12CC[C@H]3[C@@H](CC[C@@H]4[C@]3(C)CCC(=O)N4)[C@@H]1CC[C@@H]2OCC(OC(C1C=CC=CC=1)C1C=CC=CC=1)=O>>[CH3:1][C@:2]12[CH2:19][CH2:18][C@H:17]3[C@@H:7]([CH2:8][CH2:9][C@@H:10]4[C@:15]3([CH3:16])[CH2:14][CH2:13][C:12](=[O:20])[NH:11]4)[C@@H:6]1[CH2:5][CH2:4][C@@H:3]2[O:21][CH2:22][C:23]([NH:25][C:26]1[CH:27]=[CH:28][CH:29]=[CH:30][CH:31]=1)=[O:24]. Reported procedure: 5α-4-azaandrostan-3-on-17β-yloxy-N-(4-acetylphenyl)acetamide, diphenylmethyl 5α-4-azaandrostan-3-on-17β-yloxyacetate; The solvent is C(C)OCC (diethyl ether). Yield: 75.6%. Reaction conditions: temperature 80 celsius. Reactants: C(C1=CC=CC=C1)C=1OC2=C(C1C1=CC=C(C=C1)B1OC(C(O1)(C)C)(C)C)C=CC=C2 (2-benzyl-3-[4′-(4,4,5,5-tetramethyl-[1,3,2]-dioxaborolan-2-yl)phenyl]-benzofuran), CS(=O)C (DMSO), BrC1=CC=C(C=C1)C(CC1C(OC(OC1=O)(C)C)=O)=O (5-[2-(4-bromophenyl)-2-oxoethyl]-2,2-dimethyl-[1,3]dioxane-4,6-dione), P(=O)([O-])([O-])[O-].[K+].[K+].[K+] (tripotassium phosphate), CS(=O)C (DMSO). Yields the product C(C1=CC=CC=C1)C=1OC2=C(C1C1=CC=C(C3=CC=C(C=C3)C(CC3C(OC(OC3=O)(C)C)=O)=O)C=C1)C=CC=C2 (5-{2-[4′-(2-Benzylbenzofuran-3-yl)-biphen-4-yl]-2-oxoethyl}-2,2-dimethyl-[1,3]dioxane-4,6-dione). RXN SMILES: [CH2:1]([C:8]1[O:9][C:10]2[CH:31]=[CH:30][CH:29]=[CH:28][C:11]=2[C:12]=1[C:13]1[CH:18]=[CH:17][C:16](B2OC(C)(C)C(C)(C)O2)=[CH:15][CH:14]=1)[C:2]1[CH:7]=[CH:6][CH:5]=[CH:4][CH:3]=1.CS(C)=O.Br[C:37]1[CH:42]=[CH:41][C:40]([C:43](=[O:55])[CH2:44][CH:45]2[C:50](=[O:51])[O:49][C:48]([CH3:53])([CH3:52])[O:47][C:46]2=[O:54])=[CH:39][CH:38]=1.P([O-])([O-])([O-])=O.[K+].[K+].[K+]>C(OCC)C>[CH2:1]([C:8]1[O:9][C:10]2[CH:31]=[CH:30][CH:29]=[CH:28][C:11]=2[C:12]=1[C:13]1[CH:14]=[CH:15][C:16]([C:37]2[CH:42]=[CH:41][C:40]([C:43](=[O:55])[CH2:44][CH:45]3[C:50](=[O:51])[O:49][C:48]([CH3:53])([CH3:52])[O:47][C:46]3=[O:54])=[CH:39][CH:38]=2)=[CH:17][CH:18]=1)[C:2]1[CH:3]=[CH:4][CH:5]=[CH:6][CH:7]=1 |f:3.4.5.6|. Procedure: A solution of 2-benzyl-3-[4′-(4,4,5,5-tetramethyl-[1,3,2]-dioxaborolan-2-yl)phenyl]-benzofuran (500 mg, 1.22 mmol) in anhyd DMSO (5 mL) was added to a stirred suspension of 5-[2-(4-bromophenyl)-2-oxoethyl]-2,2-dimethyl-[1,3]dioxane-4,6-dione (436 mg, 1.22 mmol) and tripotassium phosphate (1.04 g, 4.88 mmol) in anhyd DMSO (5 mL). [1,1′-Bis(diphenylphosphino)ferrocene]dichloropalladium(II)-DCM complex (100 mg, 0.12 mmol) was added as a solid, and the resulting suspension was heated to 80° C. for 2... RXN SMILES: Br[C:2]1[CH:20]=[CH:19][C:5]([O:6][C@@H:7]2[CH2:11][CH2:10][CH2:9][C@@H:8]2[NH:12][S:13]([CH:16]([CH3:18])[CH3:17])(=[O:15])=[O:14])=[CH:4][CH:3]=1.[C:21]([C:23]1[CH:28]=[CH:27][CH:26]=[CH:25][C:24]=1B(O)O)#[N:22].C1(B(O)O)C=CC=CC=1>>[C:21]([C:23]1[CH:28]=[CH:27][CH:26]=[CH:25][C:24]=1[C:2]1[CH:20]=[CH:19][C:5]([O:6][C@@H:7]2[CH2:11][CH2:10][CH2:9][C@@H:8]2[NH:12][S:13]([CH:16]([CH3:18])[CH3:17])(=[O:15])=[O:14])=[CH:4][CH:3]=1)#[N:22]. Reactants: C1(=CC=CC=C1)B(O)O (phenylboronic acid), BrC1=CC=C(O[C@H]2[C@H](CCC2)NS(=O)(=O)C(C)C)C=C1 (N-[(1S,2R)-2-(4-bromophenoxy)cyclopentyl]propane-2-sulfonamide), C(#N)C1=C(C=CC=C1)B(O)O ((2-cyanophenyl)boronic acid). Reported procedure: The title compound of Step 7 was prepared according to the general procedure for the synthesis of Example 2, except that N-[(1S,2R)-2-(4-bromophenoxy)cyclopentyl]propane-2-sulfonamide was used instead of N-[(3S,4S)-4-(4-bromophenoxy)tetrahydrofuran-3-yl]propane-2-sulfonamide, and (2-cyanophenyl)boronic acid was added in place of phenylboronic acid. After the reaction mixture was concentrated in vacuo, it was directly purified by silica gel chromatography in this case (Eluant: 25% ethyl acetate i... The product is C(#N)C1=C(C=CC=C1)C1=CC=C(C=C1)O[C@H]1[C@H](CCC1)NS(=O)(=O)C(C)C (N-{(1S,2R)-2-[(2′-cyanobiphenyl-4-yl)oxy]cyclopentyl}propane-2-sulfonamide), product.